This data is from the Open Reaction Database (ORD), a public repository of structured organic reaction records. The task is: describe an organic reaction: reactants, conditions, products, and yield RXN SMILES: [CH3:1][NH:2][CH3:3].[CH3:20][CH2:21][OH:22].[Cl:4][CH2:5][CH2:6][CH:7]1[O:8][c:9]2[c:10]([cH:16][cH:17][cH:18][cH:19]2)[C:11](=[O:15])[N:12]([CH3:14])[CH2:13]1>>[CH3:1][N:2]([CH3:3])[CH2:5][CH2:6][CH:7]1[O:8][c:9]2[c:10]([cH:16][cH:17][cH:18][cH:19]2)[C:11](=[O:15])[N:12]([CH3:14])[CH2:13]1.[ClH:4]. The reactants are CNC, CCO, CN1CC(CCCl)Oc2ccccc2C1=O. Product: CN(C)CCC1CN(C)C(=O)c2ccccc2O1, Cl. Starting materials: CCO, Cl, O=[N+]([O-])c1ccc(Cn2cncn2)cc1, O. The product is Nc1ccc(Cn2cncn2)cc1. RXN SMILES: [CH3:2][CH2:3][OH:4].[ClH:1].[N+:5]([O-:6])(=[O:7])[c:8]1[cH:9][cH:10][c:11]([CH2:12][n:13]2[n:14][cH:15][n:16][cH:17]2)[cH:18][cH:19]1.[OH2:20]>>[NH2:5][c:8]1[cH:9][cH:10][c:11]([CH2:12][n:13]2[n:14][cH:15][n:16][cH:17]2)[cH:18][cH:19]1. Reactants: ClC1=C(C(=CC=C1)Cl)C=1N(C(=C(N1)C1=CC(=CC=C1)SC)C1=NC(=NC=C1)SC)O (2-(2,6-dichlorophenyl)-4-(3-methylthiophenyl)-5-(2-methylthiopyrimidin-4-yl)-N-hydroxy-imidazole), ClC1=CC(=CC=C1)C(=O)OO (3-chloroperbenzoic acid). Solvent: ClCCl (dichloromethane), ClCCl (dichloromethane). Conditions: time 6 hour. Yields the product ClC1=C(C(=CC=C1)Cl)C=1N(C(=C(N1)C1=CC(=CC=C1)SC)C1=NC(=NC=C1)S(=O)C)O (2-(2,6-dichlorophenyl)-4-(3-methylthiophenyl)-5-(2-methanesulfinylpyrimidin-4-yl)-N-hydroxy-imidazole). As a reaction SMILES: [Cl:1][C:2]1[CH:7]=[CH:6][CH:5]=[C:4]([Cl:8])[C:3]=1[C:9]1[N:10]([OH:30])[C:11]([C:22]2[CH:27]=[CH:26][N:25]=[C:24]([S:28][CH3:29])[N:23]=2)=[C:12]([C:14]2[CH:19]=[CH:18][CH:17]=[C:16]([S:20][CH3:21])[CH:15]=2)[N:13]=1.ClC1C=CC=C(C(OO)=[O:39])C=1>ClCCl>[Cl:8][C:4]1[CH:5]=[CH:6][CH:7]=[C:2]([Cl:1])[C:3]=1[C:9]1[N:10]([OH:30])[C:11]([C:22]2[CH:27]=[CH:26][N:25]=[C:24]([S:28]([CH3:29])=[O:39])[N:23]=2)=[C:12]([C:14]2[CH:19]=[CH:18][CH:17]=[C:16]([S:20][CH3:21])[CH:15]=2)[N:13]=1. Reported procedure: To a solution of 480 mg (1 mmol) E16.1 in 3 ml dichloromethane a solution of 246 mg (1 mmol) 3-chloroperbenzoic acid in 7 ml dichloromethane was added at 0° C. and stirred at this temperature for 6 hours. After washing with 5% aqueous sodium hydrogencarbonate and water (each 0° C.) the organic layer was dried over sodium sulfate and evaporated to dryness to yield 470 mg G16.1.1 (96%). Reactants: C([O-])([O-])=O.[K+].[K+] (potassium carbonate), ClC=1C=CC2=C(C(=NCC=3N2C(=CN3)C)C3=C(C=CC=C3)Cl)C1 (8-chloro-6-(2-chlorophenyl)-1-methyl-4H-imidazo[1,2-a][1,4]benzodiazepine), ice, ClC1=CC(=CC=C1)C(=O)OO (m-chloroperbenzoic acid). Solvent: C(C)O (ethanol). The product is ClC=1C=CC2=C(C(=[N+](CC=3N2C(=CN3)C)[O-])C3=C(C=CC=C3)Cl)C1 (8-chloro-6-(2-chlorophenyl)-1-methyl-4H-imidazo[1,2-a][1,4]benzodiazepine-5-oxide). RXN SMILES: [Cl:1][C:2]1[CH:3]=[CH:4][C:5]2[N:11]3[C:12]([CH3:15])=[CH:13][N:14]=[C:10]3[CH2:9][N:8]=[C:7]([C:16]3[CH:21]=[CH:20][CH:19]=[CH:18][C:17]=3[Cl:22])[C:6]=2[CH:23]=1.ClC1C=CC=C(C(OO)=[O:32])C=1.C(=O)([O-])[O-].[K+].[K+]>C(O)C>[Cl:1][C:2]1[CH:3]=[CH:4][C:5]2[N:11]3[C:12]([CH3:15])=[CH:13][N:14]=[C:10]3[CH2:9][N+:8]([O-:32])=[C:7]([C:16]3[CH:21]=[CH:20][CH:19]=[CH:18][C:17]=3[Cl:22])[C:6]=2[CH:23]=1 |f:2.3.4|. Procedure: A stirred mixture is 1.0 g. of 8-chloro-6-(2-chlorophenyl)-1-methyl-4H-imidazo[1,2-a][1,4]benzodiazepine (Ia) in absolute ethanol in an ice bath is treated with 1.0 g. of m-chloroperbenzoic acid. The mixture is allowed to stand in the ice bath for about 8 hours at room temperature at about 24° C. for approximately 18 hours. It is then concentrated in vacuo, the residue thus obtained is suspended in aqueous, cold, dilute potassium carbonate solution and extracted with methylene chloride. The extr...